Dataset: the Open Reaction Database (ORD), a public repository of structured organic reaction records. Task: describe an organic reaction: reactants, conditions, products, and yield Reactants: CCOC(=O)C(=O)c1cc(Br)ccc1OCOC, CC(C)(C)C[Zn+], CC(C)(C)S(N)=O, [I-]. Yields the product CCOC(=O)C(=NS(=O)C(C)(C)C)c1cc(Br)ccc1OCOC. RXN SMILES: [Br:15][c:16]1[cH:17][cH:18][c:19]([O:29][CH2:30][O:31][CH3:32])[c:20]([C:22]([C:23](=[O:24])[O:25][CH2:26][CH3:27])=[O:28])[cH:21]1.[CH2:9]([Zn+:10])[C:11]([CH3:12])([CH3:13])[CH3:14].[CH3:1][C:2]([CH3:3])([CH3:4])[S:5](=[O:6])[NH2:7].[I-:8]>>[CH3:1][C:2]([CH3:3])([CH3:4])[S:5](=[O:6])[N:7]=[C:22]([c:20]1[c:19]([O:29][CH2:30][O:31][CH3:32])[cH:18][cH:17][c:16]([Br:15])[cH:21]1)[C:23](=[O:24])[O:25][CH2:26][CH3:27]. Reactants: C=1C=CC2=C(C1)C(=O)NC=N2 (quinazolinone), FC(C(=O)O)(F)F.C(Cl)Cl (trifluoroacetic acid methylen chloride). Conditions: time 1.5 hour. Yields the product NCCCN1C(=NC2=CC=CC=C2C1=O)C1=CC=CC=C1 (3-(3-aminopropyl)-2-phenyl-3H-quinazolin-4-one). Reaction SMILES: [CH:1]1[CH:2]=[CH:3][C:4]2[N:11]=[CH:10][NH:9][C:7](=[O:8])[C:5]=2[CH:6]=1.F[C:13](F)(F)[C:14](O)=O.C(Cl)Cl>>[NH2:9][CH2:7][CH2:5][CH2:4][N:9]1[C:7](=[O:8])[C:5]2[C:4](=[CH:3][CH:2]=[CH:1][CH:6]=2)[N:11]=[C:10]1[C:14]1[CH:13]=[CH:3][CH:2]=[CH:1][CH:6]=1 |f:1.2|. Procedure details: 100 mg of resin (7) is suspended in 2 ml of a 50% trifluoroacetic acid/methylen chloride solution and shaken for 1.5 hours at room temperature. Customary working up for solid-phase reactions afforded 3-(3-aminopropyl)-2-phenyl-3H-quinazolin-4-one; Yields the product C=C(C)C(=O)OCCOC(Cl)C(Cl)(Cl)Cl. Reaction SMILES: [C:7]([C:8](=[CH2:9])[CH3:10])(=[O:11])[O:12][CH2:13][CH2:14][O:15][CH:16]([C:17]([Cl:18])([Cl:19])[Cl:20])[OH:21].[CH3:28][CH2:29][O:30][CH2:31][CH3:32].[O:22]=[CH:23][C:24]([Cl:25])([Cl:26])[Cl:27].[S:33]([Cl:34])([Cl:35])=[O:36].[cH:1]1[cH:2][cH:3][n:4][cH:5][cH:6]1>>[C:7]([C:8](=[CH2:9])[CH3:10])(=[O:11])[O:12][CH2:13][CH2:14][O:15][CH:16]([C:17]([Cl:18])([Cl:19])[Cl:20])[Cl:25]. Starting materials: C=C(C)C(=O)OCCOC(O)C(Cl)(Cl)Cl, CCOCC, O=CC(Cl)(Cl)Cl, O=S(Cl)Cl, c1ccncc1. Reactants: ClC1=CC(=NC=2N1N=C(C2S(=O)(=O)C=2SC=CC2)SC)C (7-chloro-5-methyl-2-methylsulphanyl-3-(thiophene-2-sulphonyl)-pyrazolo[1,5-a]pyrimidine), N (NH3). Run in CO (MeOH). Yields the product CC1=NC=2N(C(=C1)N)N=C(C2S(=O)(=O)C=2SC=CC2)SC (5-methyl-2-methylsulphanyl-3-(thiophene-2-sulphonyl)-pyrazolo[1,5-a]pyrimidin-7-ylamine). As a reaction SMILES: Cl[C:2]1[N:7]2[N:8]=[C:9]([S:19][CH3:20])[C:10]([S:11]([C:14]3[S:15][CH:16]=[CH:17][CH:18]=3)(=[O:13])=[O:12])=[C:6]2[N:5]=[C:4]([CH3:21])[CH:3]=1.[NH3:22]>CO>[CH3:21][C:4]1[CH:3]=[C:2]([NH2:22])[N:7]2[N:8]=[C:9]([S:19][CH3:20])[C:10]([S:11]([C:14]3[S:15][CH:16]=[CH:17][CH:18]=3)(=[O:13])=[O:12])=[C:6]2[N:5]=1. Reported procedure: In an analogous manner to that described in Example 4, from 7-chloro-5-methyl-2-methylsulphanyl-3-(thiophene-2-sulphonyl)-pyrazolo[1,5-a]pyrimidine and NH3 in MeOH there was obtained 5-methyl-2-methylsulphanyl-3-(thiophene-2-sulphonyl)-pyrazolo[1,5-a]pyrimidin-7-ylamine as colorless crystals, m.p.>230°. Starting materials: Cl.COC1=NC(=NC=C1)N1CCNCC1 (4-methoxy-2-piperazin-1-yl-pyrimidine hydrochloride), O=C1C=CC=2C=CC(=NC2N1)OCCCC=O (4-(7-oxo-7,8-dihydro-[1,8]naphthyridin-2-yloxy)-butyraldehyde). Product: COC1=NC(=NC=C1)N1CCN(CC1)CCCCOC1=CC=C2C=CC(NC2=N1)=O (7-{4-[4-(4-Methoxy-pyrimidin-2-yl)-piperazin-1-yl]-butoxy}-1H-[1,8]naphthyridin-2-one). As a reaction SMILES: Cl.[CH3:2][O:3][C:4]1[CH:9]=[CH:8][N:7]=[C:6]([N:10]2[CH2:15][CH2:14][NH:13][CH2:12][CH2:11]2)[N:5]=1.[O:16]=[C:17]1[NH:26][C:25]2[N:24]=[C:23]([O:27][CH2:28][CH2:29][CH2:30][CH:31]=O)[CH:22]=[CH:21][C:20]=2[CH:19]=[CH:18]1>>[CH3:2][O:3][C:4]1[CH:9]=[CH:8][N:7]=[C:6]([N:10]2[CH2:11][CH2:12][N:13]([CH2:31][CH2:30][CH2:29][CH2:28][O:27][C:23]3[N:24]=[C:25]4[C:20]([CH:19]=[CH:18][C:17](=[O:16])[NH:26]4)=[CH:21][CH:22]=3)[CH2:14][CH2:15]2)[N:5]=1 |f:0.1|. Procedure details: In a manner similar to that of other examples above, 4-methoxy-2-piperazin-1-yl-pyrimidine hydrochloride (U.S. Pat. No. 6,303,603) was coupled by reductive amination to 4-(7-oxo-7,8-dihydro-[1,8]naphthyridin-2-yloxy)-butyraldehyde followed by typical workup and purification to give the title compound. MS: APCI: M+1: 411.2 (Exact Mass: 410.21). The reactants are COC1=C2CCC(CC2=CC=C1)CO ((1,2,3,4-tetrahydro-5-methoxy-2-naphthyl)methanol), C1(=CC=CC=C1)N(C(=O)Cl)C1=CC=CC=C1 (N,N-diphenylcarbamoyl chloride). Solvent: N1=CC=CC=C1 (pyridine). Run at temperature 100 celsius, time 2 hour. Product: C1(=CC=CC=C1)N(C(OCC1CC2=CC=CC(=C2CC1)OC)=O)C1=CC=CC=C1 ((1,2,3,4-tetrahydro-5-methoxy-2-naphthyl)methyl N,N-diphenylcarbamate). Yield: 56.3%. As a reaction SMILES: [CH3:1][O:2][C:3]1[CH:12]=[CH:11][CH:10]=[C:9]2[C:4]=1[CH2:5][CH2:6][CH:7]([CH2:13][OH:14])[CH2:8]2.[C:15]1([N:21]([C:25]2[CH:30]=[CH:29][CH:28]=[CH:27][CH:26]=2)[C:22](Cl)=[O:23])[CH:20]=[CH:19][CH:18]=[CH:17][CH:16]=1>N1C=CC=CC=1>[C:15]1([N:21]([C:25]2[CH:30]=[CH:29][CH:28]=[CH:27][CH:26]=2)[C:22](=[O:23])[O:14][CH2:13][CH:7]2[CH2:6][CH2:5][C:4]3[C:9](=[CH:10][CH:11]=[CH:12][C:3]=3[O:2][CH3:1])[CH2:8]2)[CH:16]=[CH:17][CH:18]=[CH:19][CH:20]=1. Procedure: A mixture of (1,2,3,4-tetrahydro-5-methoxy-2-naphthyl)methanol (192 mg) and N,N-diphenylcarbamoyl chloride (348 mg) in pyridine (180 mg) was stirred at 100° C. for 2 hours, cooled to room temperature, and partitioned between ethyl acetate and 1N hydrochloric acid. The organic layer was washed successively with brine, aqueous sodium bicarbonate and brine, dried over magnesium sulfate, and evaporated in vacuo. The residue was triturated with diethyl ether to afford (1,2,3,4-tetrahydro-5-methoxy-2-... The reactants are three, O1B(OCCNCC1)[C@H](CC(C)C)NC([C@H](CC1=CC=CC=C1)NC(=O)C1=NC=CN=C1)=O ((2S)—N-[(1R)-1-(1,3,6,2-dioxazaborocan-2-yl)-3-methylbutyl]-3-phenyl-2-(pyrazin-2-ylformamido)propanamide), O1B(OCCNCC1)[C@H](CC(C)C)NC([C@H](CC1=CC=CC=C1)NC(=O)C1=NC=CN=C1)=O ((2S)—N-[(1R)-1-(1,3,6,2-dioxazaborocan-2-yl)-3-methylbutyl]-3-phenyl-2-(pyrazin-2-ylformamido)propanamide), Cl (hydrochloric acid). Solvent: CO (methanol). Reaction conditions: time 8 hour. Product: B([C@H](CC(C)C)NC(=O)[C@H](CC=1C=CC=CC1)NC(=O)C=2C=NC=CN2)(O)O (bortezomib). The yield is 82.3%. Reaction SMILES: [O:1]1CCNCC[O:3][B:2]1[C@@H:9]([NH:14][C:15](=[O:33])[C@@H:16]([NH:24][C:25]([C:27]1[CH:32]=[N:31][CH:30]=[CH:29][N:28]=1)=[O:26])[CH2:17][C:18]1[CH:23]=[CH:22][CH:21]=[CH:20][CH:19]=1)[CH2:10][CH:11]([CH3:13])[CH3:12].Cl>CO>[B:2]([OH:3])([OH:1])[C@@H:9]([NH:14][C:15]([C@@H:16]([NH:24][C:25]([C:27]1[CH:32]=[N:31][CH:30]=[CH:29][N:28]=1)=[O:26])[CH2:17][C:18]1[CH:19]=[CH:20][CH:21]=[CH:22][CH:23]=1)=[O:33])[CH2:10][CH:11]([CH3:13])[CH3:12]. Reported procedure: A 100 ml three neck round bottom flask was equipped with a stir bar, thermocouple and nitrogen inlet/outlet then charged with 5.0 g (10.4 mmol) of (2S)—N-[(1R)-1-(1,3,6,2-dioxazaborocan-2-yl)-3-methylbutyl]-3-phenyl-2-(pyrazin-2-ylformamido)propan-amide (i.e., boronic ester of Formula XI), 50 ml of methanol and 10.4 ml of 2N aqueous hydrochloric acid. The reaction was stirred at room temperature overnight before removing the solvent in vacuo at 40° C. The resulting residue was dissolved in 50 ml... The reactants are COCC1CCCNC1, O=C(O)c1nc2c(s1)CCOc1cc(-c3cn[nH]c3)ccc1-2. Yields the product COCC1CCCN(C(=O)c2nc3c(s2)CCOc2cc(-c4cn[nH]c4)ccc2-3)C1. As a reaction SMILES: [CH3:23][O:24][CH2:25][CH:26]1[CH2:27][NH:28][CH2:29][CH2:30][CH2:31]1.[nH:1]1[n:2][cH:3][c:4](-[c:6]2[cH:7][c:8]3[c:9]([cH:21][cH:22]2)-[c:10]2[n:11][c:12]([C:18](=[O:19])[OH:20])[s:13][c:14]2[CH2:15][CH2:16][O:17]3)[cH:5]1>>[nH:1]1[n:2][cH:3][c:4](-[c:6]2[cH:7][c:8]3[c:9]([cH:21][cH:22]2)-[c:10]2[n:11][c:12]([C:18](=[O:20])[N:28]4[CH2:27][CH:26]([CH2:25][O:24][CH3:23])[CH2:31][CH2:30][CH2:29]4)[s:13][c:14]2[CH2:15][CH2:16][O:17]3)[cH:5]1. Starting materials: COC(=O)C1CCOCC1, CC(C)[N-]C(C)C, ICI, [Li+], C1CCOC1, O. Yields the product COC(=O)C1(CI)CCOCC1. As a reaction SMILES: [CH3:9][O:10][C:11](=[O:12])[CH:13]1[CH2:14][CH2:15][O:16][CH2:17][CH2:18]1.[CH:1]([N-:2][CH:3]([CH3:4])[CH3:5])([CH3:6])[CH3:7].[I:19][CH2:20][I:21].[Li+:8].[O:23]1[CH2:24][CH2:25][CH2:26][CH2:27]1.[OH2:22]>>[CH3:9][O:10][C:11](=[O:12])[C:13]1([CH2:20][I:19])[CH2:14][CH2:15][O:16][CH2:17][CH2:18]1. Reactants: N1(CCNCC1)CC=1SC=CN1 (2-(piperazin-1-ylmethyl)thiazole), BrC=1C(=C(C(=NC1)N)[N+](=O)[O-])Cl (5-bromo-4-chloro-3-nitropyridin-2-amine). The solvent is CCN(C(C)C)C(C)C (DIPEA), CC(C)O (iPrOH). Conditions: temperature 65 celsius, time 17 hour. Product: BrC=1C(=C(C(=NC1)N)[N+](=O)[O-])N1CCN(CC1)CC=1SC=CN1 (5-Bromo-3-nitro-4-(4-(thiazol-2-ylmethyl)piperazin-1-yl)pyridin-2-amine). Yield: 59.0%. Reaction SMILES: [N:1]1([CH2:7][C:8]2[S:9][CH:10]=[CH:11][N:12]=2)[CH2:6][CH2:5][NH:4][CH2:3][CH2:2]1.[Br:13][C:14]1[C:15](Cl)=[C:16]([N+:21]([O-:23])=[O:22])[C:17]([NH2:20])=[N:18][CH:19]=1>CC(O)C.CCN(C(C)C)C(C)C>[Br:13][C:14]1[C:15]([N:4]2[CH2:3][CH2:2][N:1]([CH2:7][C:8]3[S:9][CH:10]=[CH:11][N:12]=3)[CH2:6][CH2:5]2)=[C:16]([N+:21]([O-:23])=[O:22])[C:17]([NH2:20])=[N:18][CH:19]=1. Procedure details: The resulting 2-(piperazin-1-ylmethyl)thiazole (supposedly 0.580 g, 3.18 mmol, 1 eq) was suspended in iPrOH (3.1 mL) and DIPEA (2.2 mL). To this solution, 5-bromo-4-chloro-3-nitropyridin-2-amine (0.800 g, 3.18 mmol, 1 eq) was added and the reaction mixture was heated and stirred for 17 h at 65° C. The mixture was filtered, washed with iPrOH (3×3 mL), Et2O (2×3 mL) and dried to give the title compound as a bright yellow powder (0.750 g, 59%); 1H-NMR (500 MHz, DMSO-d6): δ 2.65 (br s, 4H, piperazin...